This data is from the Open Reaction Database (ORD), a public repository of structured organic reaction records. The task is: describe an organic reaction: reactants, conditions, products, and yield The reactants are BrC(C(=O)NC=1SC(=CN1)CC1=C(C=CC=C1)Cl)C1=CC=CC=C1 (2-Bromo-N-[5-(2-chloro-benzyl)-thiazol-2-yl]-2-phenyl-acetamide), CO (methanol). The product is ClC1=C(CC2=CN=C(S2)NC(C(C2=CC=CC=C2)OC)=O)C=CC=C1 (N-[5-(2-Chloro-benzyl)-thiazol-2-yl]-2-methoxy-2-phenyl-acetamide). RXN SMILES: Br[CH:2]([C:19]1[CH:24]=[CH:23][CH:22]=[CH:21][CH:20]=1)[C:3]([NH:5][C:6]1[S:7][C:8]([CH2:11][C:12]2[CH:17]=[CH:16][CH:15]=[CH:14][C:13]=2[Cl:18])=[CH:9][N:10]=1)=[O:4].[CH3:25][OH:26]>>[Cl:18][C:13]1[CH:14]=[CH:15][CH:16]=[CH:17][C:12]=1[CH2:11][C:8]1[S:7][C:6]([NH:5][C:3](=[O:4])[CH:2]([O:26][CH3:25])[C:19]2[CH:24]=[CH:23][CH:22]=[CH:21][CH:20]=2)=[N:10][CH:9]=1. Procedure details: 2-Bromo-N-[5-(2-chloro-benzyl)-thiazol-2-yl]-2-phenyl-acetamide (42 mg, 0.10 mmol) was dissolved in 5 mL of methanol. The reaction vessel was sealed and then subjected to microwave irradiation for 15 minutes at 125° C. The crude mixture was evaporated to dryness, dissolved in 1 mL of dimethylsulfoxide and purified by reverse-phase preparative liquid chromatography (16 mg, 0.043, 43%). ESI-MS m/z calc. 372.1. found 373.2 (M+1)+ Retention time 3.43 minutes. 1H NMR (400 MHz, CD3CN) δ 3.42 (s, 3H), ...